From a dataset of the Open Reaction Database (ORD), a public repository of structured organic reaction records. describe an organic reaction: reactants, conditions, products, and yield Reactants: CC1=C(C=CC=C1[N+](=O)[O-])NCC1=CC=C(OC2=CC=C(C=C2)CCC(=O)O)C=C1 (3-[4-(4-{[(2-methyl-3-nitrophenyl)amino]methyl}phenoxy)phenyl]propanoic acid), C(C1=CC=CC=C1)Br (benzyl bromide). The product is C(C1=CC=CC=C1)N(C1=C(C(=CC=C1)[N+](=O)[O-])C)CC1=CC=C(OC2=CC=C(C=C2)CCC(=O)OCC2=CC=CC=C2)C=C1 (benzyl 3-[4-(4-{[benzyl(2-methyl-3-nitrophenyl)amino]methyl}phenoxy)phenyl]propanoate). Reaction SMILES: [CH3:1][C:2]1[C:7]([N+:8]([O-:10])=[O:9])=[CH:6][CH:5]=[CH:4][C:3]=1[NH:11][CH2:12][C:13]1[CH:30]=[CH:29][C:16]([O:17][C:18]2[CH:23]=[CH:22][C:21]([CH2:24][CH2:25][C:26]([OH:28])=[O:27])=[CH:20][CH:19]=2)=[CH:15][CH:14]=1.[CH2:31](Br)[C:32]1[CH:37]=[CH:36][CH:35]=[CH:34][CH:33]=1>>[CH2:31]([N:11]([CH2:12][C:13]1[CH:30]=[CH:29][C:16]([O:17][C:18]2[CH:23]=[CH:22][C:21]([CH2:24][CH2:25][C:26]([O:28][CH2:1][C:2]3[CH:7]=[CH:6][CH:5]=[CH:4][CH:3]=3)=[O:27])=[CH:20][CH:19]=2)=[CH:15][CH:14]=1)[C:3]1[CH:4]=[CH:5][CH:6]=[C:7]([N+:8]([O-:10])=[O:9])[C:2]=1[CH3:1])[C:32]1[CH:37]=[CH:36][CH:35]=[CH:34][CH:33]=1. Reported procedure: The product from example 98A and benzyl bromide were processed as described in Example 6B to provide the title compound. Starting materials: Cc1cn(C2OC(CO)C(O)C2F)c(=O)[nH]c1=O, [K+], [K], [N-]=[N+]=[N-], Nc1nc(N)c2[nH]cnc2n1. Product: Nc1nc(N)c2ncn(C3OC(CO)C(O)C3F)c2n1. Reaction SMILES: [F:12][CH:13]1[CH:14]([n:21]2[cH:22][c:23]([CH3:24])[c:25](=[O:26])[nH:27][c:28]2=[O:29])[O:15][CH:16]([CH2:19][OH:20])[CH:17]1[OH:18].[K+:33].[K:34].[N-:30]=[N+:31]=[N-:32].[NH2:1][c:2]1[n:3][c:4]([NH2:11])[c:5]2[nH:6][cH:7][n:8][c:9]2[n:10]1>>[NH2:1][c:2]1[n:3][c:4]([NH2:11])[c:5]2[n:6][cH:7][n:8]([CH:14]3[CH:13]([F:12])[CH:17]([OH:18])[CH:16]([CH2:19][OH:20])[O:15]3)[c:9]2[n:10]1. The reagents and catalysts are CC(C)C1=CC(=C(C(=C1)C(C)C)C2=C(C=CC(=C2P(C3CCCCC3)C4CCCCC4)OC)OC)C(C)C (BrettPhos). Procedure: 6-Chloro-3-methoxy-1-trityl-1H-pyrazolo[4,3-c]pyridine (Example 40, Step 1; 151 mg, 0.355 mmol), (S)-1-(2-methoxy-1-phenylethyl)urea (Intermediate 16B; 108 mg, 0.556 mmol), BrettPhos pre-catalyst (17.6 mg, 0.022 mmol), and cesium carbonate (337 mg, 1.034 mmol) were taken up in 1,4-dioxane (3.5 mL) in a 5 mL microwave vial. The vial was evacuated and back-filled with N2 (×3) and the reaction stirred at 100° C. for 6 h. Room temperature was attained, the reaction mixture was filtered through Celit... The reactants are ClC1=CC2=C(C=N1)C(=NN2C(C2=CC=CC=C2)(C2=CC=CC=C2)C2=CC=CC=C2)OC (6-chloro-3-methoxy-1-trityl-1H-pyrazolo[4,3-c]pyridine), C([O-])([O-])=O.[Cs+].[Cs+] (cesium carbonate), COC[C@H](C1=CC=CC=C1)NC(=O)N ((S)-1-(2-methoxy-1-phenylethyl)urea), COC[C@H](C1=CC=CC=C1)NC(=O)N ((S)-1-(2-methoxy-1-phenylethyl)urea). Reaction SMILES: Cl[C:2]1[N:7]=[CH:6][C:5]2[C:8]([O:30][CH3:31])=[N:9][N:10]([C:11]([C:24]3[CH:29]=[CH:28][CH:27]=[CH:26][CH:25]=3)([C:18]3[CH:23]=[CH:22][CH:21]=[CH:20][CH:19]=3)[C:12]3[CH:17]=[CH:16][CH:15]=[CH:14][CH:13]=3)[C:4]=2[CH:3]=1.[CH3:32][O:33][CH2:34][C@@H:35]([NH:42][C:43]([NH2:45])=[O:44])[C:36]1[CH:41]=[CH:40][CH:39]=[CH:38][CH:37]=1.C(=O)([O-])[O-].[Cs+].[Cs+]>CC(C1C=C(C(C)C)C(C2C(P(C3CCCCC3)C3CCCCC3)=C(OC)C=CC=2OC)=C(C(C)C)C=1)C.O1CCOCC1>[CH3:32][O:33][CH2:34][C@@H:35]([NH:42][C:43]([NH:45][C:2]1[N:7]=[CH:6][C:5]2[C:8]([O:30][CH3:31])=[N:9][N:10]([C:11]([C:24]3[CH:29]=[CH:28][CH:27]=[CH:26][CH:25]=3)([C:18]3[CH:23]=[CH:22][CH:21]=[CH:20][CH:19]=3)[C:12]3[CH:17]=[CH:16][CH:15]=[CH:14][CH:13]=3)[C:4]=2[CH:3]=1)=[O:44])[C:36]1[CH:41]=[CH:40][CH:39]=[CH:38][CH:37]=1 |f:2.3.4|. Conditions: temperature 100 celsius, time 6 hour. Solvent: O1CCOCC1 (1,4-dioxane). The product is COC[C@H](C1=CC=CC=C1)NC(=O)NC1=CC2=C(C=N1)C(=NN2C(C2=CC=CC=C2)(C2=CC=CC=C2)C2=CC=CC=C2)OC ((S)-1-(2-methoxy-1-phenylethyl)-3-(3-methoxy-1-trityl-1H-pyrazolo[4,3-c]pyridin-6-yl)urea).